From a dataset of the Open Reaction Database (ORD), a public repository of structured organic reaction records. describe an organic reaction: reactants, conditions, products, and yield Starting materials: Cl (hydrochloric acid), [H-].[Na+] (sodium hydride), [Na] (sodium), COC(=O)CCN(CCC(=O)OC)CC=1C=NC=CC1 (3-[N,N-di(2-methoxycarbonylethyl)aminomethyl]pyridine), [H-].[Na+] (sodium hydride). Product: N1=CC(=CC=C1)CN1CCC(CC1)=O (N-(3-pyridylmethyl)-4-piperidone). Solvent: C1=CC=CC=C1 (benzene). As a reaction SMILES: [H-].[Na+].[Na].COC([CH2:8][CH2:9][N:10]([CH2:17][C:18]1[CH:19]=[N:20][CH:21]=[CH:22][CH:23]=1)[CH2:11][CH2:12][C:13]([O:15]C)=O)=O.Cl>C1C=CC=CC=1>[N:20]1[CH:21]=[CH:22][CH:23]=[C:18]([CH2:17][N:10]2[CH2:9][CH2:8][C:13](=[O:15])[CH2:12][CH2:11]2)[CH:19]=1 |f:0.1,^1:2|. Procedure details: 72 Grams of sodium hydride (50% dispersion in oil) were added to 1.5 liters of sodium dried benzene and the suspension formed was refluxed. 137.61 grams of 3-[N,N-di(2-methoxycarbonylethyl)aminomethyl]pyridine were added dropwise to the refluxing sodium hydride suspension in benzene and the solution was heated for a further 21/2 hours. 500 Milliliters of concentrated hydrochloric acid was added carefully. The mixture was filtered, separated and the acid layer combined with a further 200 millilit... Yield: 71.3%. Conditions: time 5 hour. Yields the product COC1=C(C=CC(=C1)OC)[C@H]1[C@H](O)[C@@H](O)[C@H](O)[C@H](O1)CO (1-Deoxy-1-(2,4-dimethoxyphenyl)-β-D-glucopyranose). Procedure: To a solution of 1-deoxy-2,3,4,6-tetra-O-benzyl-1-(2,4-dimethoxyphenyl)-β-D-glucopyranose (1.1 g) in methanol (10 mL) and tetrahydrofuran (5 mL) was added 10% palladium-carbon powder (0.50 g), and the mixture was stirred at room temperature for 5 hours under a hydrogen atmosphere. The insoluble material was removed by filtration, and the solvent of the filtrate was removed under reduced pressure to give the title compound (0.47 g). Reagents/catalysts: [C].[Pd] (palladium-carbon). The reactants are C(C1=CC=CC=C1)O[C@H]1[C@@H](O[C@@H]([C@H]([C@@H]1OCC1=CC=CC=C1)OCC1=CC=CC=C1)COCC1=CC=CC=C1)C1=C(C=C(C=C1)OC)OC (1-deoxy-2,3,4,6-tetra-O-benzyl-1-(2,4-dimethoxyphenyl)-β-D-glucopyranose). Reaction SMILES: C([O:8][C@@H:9]1[C@@H:14]([O:15]CC2C=CC=CC=2)[C@H:13]([O:23]CC2C=CC=CC=2)[C@@H:12]([CH2:31][O:32]CC2C=CC=CC=2)[O:11][C@H:10]1[C:40]1[CH:45]=[CH:44][C:43]([O:46][CH3:47])=[CH:42][C:41]=1[O:48][CH3:49])C1C=CC=CC=1>CO.O1CCCC1.[C].[Pd]>[CH3:49][O:48][C:41]1[CH:42]=[C:43]([O:46][CH3:47])[CH:44]=[CH:45][C:40]=1[C@@H:10]1[O:11][C@H:12]([CH2:31][OH:32])[C@@H:13]([OH:23])[C@H:14]([OH:15])[C@H:9]1[OH:8] |f:3.4|. Solvent: CO (methanol), O1CCCC1 (tetrahydrofuran). The yield is 94.0%.